From a dataset of the Open Reaction Database (ORD), a public repository of structured organic reaction records. describe an organic reaction: reactants, conditions, products, and yield Starting materials: N1CCCC1 (Pyrrolidine), ClC1=C2C(=NC=C1)C=C(S2)C(=O)[O-].[Li+] (lithium 7-chloro-thieno[3,2-b]pyridine-2-carboxylate), S(=O)(Cl)Cl (thionyl chloride), C(Cl)Cl (CH2Cl2). Solvent: CN(C)C=O (DMF). Product: ClC1=C2C(=NC=C1)C=C(S2)C(=O)N2CCCC2 ((7-chloro-thieno[3,2-b]pyridin-2-yl)-pyrrolidin-1-yl-methanone). Isolated yield 57.4%. Reaction SMILES: [Cl:1][C:2]1[CH:7]=[CH:6][N:5]=[C:4]2[CH:8]=[C:9]([C:11]([O-:13])=O)[S:10][C:3]=12.[Li+].S(Cl)(Cl)=O.C(Cl)Cl.[NH:22]1[CH2:26][CH2:25][CH2:24][CH2:23]1>CN(C=O)C>[Cl:1][C:2]1[CH:7]=[CH:6][N:5]=[C:4]2[CH:8]=[C:9]([C:11]([N:22]3[CH2:26][CH2:25][CH2:24][CH2:23]3)=[O:13])[S:10][C:3]=12 |f:0.1|. Procedure details: A solution of lithium 7-chloro-thieno[3,2-b]pyridine-2-carboxylate (0.50 g, 2.4 mmol), thionyl chloride (3.5 mmol, 1.8 ml), CH2Cl2 (20 ml), and DMF (0.2 ml) was heated to reflux. After 3 h the resulting yellow solution was concentrated under reduced pressure, and the residue was suspended in CH2Cl2 (20 mL). Pyrrolidine (2.35 mmol, 167 mg) was then added dropwise. After 12h the reaction mixture was concentrated onto silica gel (5 mL) and purified by flash chromatography on silica gel eluting with... Solvent: C(Cl)Cl (methylene chloride). Run at time 4 hour. Product: CC1OC=2C(O1)CC(C(C2C)=O)(C)C (2,4,6,6-tetramethyl-7,7a-dihydro-6H-benzo[1,3]dioxol-5-one). As a reaction SMILES: [OH:1][C:2]1[CH:7]([OH:8])[CH2:6][C:5]([CH3:10])([CH3:9])[C:4](=[O:11])[C:3]=1[CH3:12].[C:13]1(C)C=CC(S(O)(=O)=O)=C[CH:14]=1.C(OC=C)C.[OH-].[Na+]>C(Cl)Cl>[CH3:13][CH:14]1[O:8][CH:7]2[CH2:6][C:5]([CH3:9])([CH3:10])[C:4](=[O:11])[C:3]([CH3:12])=[C:2]2[O:1]1 |f:3.4|. The reactants are OC1=C(C(C(CC1O)(C)C)=O)C (3,4-dihydroxy-2,6,6-trimethyl-2-cyclohexen-1-one), [OH-].[Na+] (sodium hydroxide), C1(=CC=C(C=C1)S(=O)(=O)O)C (p-toluenesulfonic acid), C(C)OC=C (vinyl ethyl ether). Procedure details: Preparation of the C9 unit 170 g (1.0 mol) of crystalline 3,4-dihydroxy-2,6,6-trimethyl-2-cyclohexen-1-one were suspended in 500 ml of methylene chloride. First 500 mg (2.9 mmol) of p-toluenesulfonic acid were added to the suspension and then 144 g (2.0 mol) of vinyl ethyl ether were run in at room temperature (RT) over the course of 2 hours (h). The mixture was then stirred at RT for 4 h and subsequently 100 ml of 5% strength sodium hydroxide solution were run in. The lower organic phase was se... The reactants are COC(C1=CC(=CC(=C1)O)O)=O (3,5-dihydroxybenzoic acid methyl ester), BrCCCCCCCCCC (1-bromodecane), C([O-])([O-])=O.[K+].[K+] (potassium carbonate). The solvent is CC(=O)C (acetone), CN(C)C=O (DMF). Yields the product COC(C1=CC(=CC(=C1)O)OCCCCCCCCCC)=O (3-(decyloxy)-5-hydroxybenzoic acid methyl ester). The yield is 39.4%. As a reaction SMILES: [CH3:1][O:2][C:3](=[O:12])[C:4]1[CH:9]=[C:8]([OH:10])[CH:7]=[C:6]([OH:11])[CH:5]=1.Br[CH2:14][CH2:15][CH2:16][CH2:17][CH2:18][CH2:19][CH2:20][CH2:21][CH2:22][CH3:23].C(=O)([O-])[O-].[K+].[K+]>CC(C)=O.CN(C=O)C>[CH3:1][O:2][C:3](=[O:12])[C:4]1[CH:5]=[C:6]([OH:11])[CH:7]=[C:8]([O:10][CH2:14][CH2:15][CH2:16][CH2:17][CH2:18][CH2:19][CH2:20][CH2:21][CH2:22][CH3:23])[CH:9]=1 |f:2.3.4|. Procedure: A mixture of 10.0 g (0.06 mol) of 3,5-dihydroxybenzoic acid methyl ester, 12.3 ml (0.06 mol) of 1-bromodecane and 8.2 g (0.06 mol) of potassium carbonate in 200 ml of acetone and 20 ml of DMF was stirred at reflux under argon for 24 hours. After the usual workup, purification by HPLC using 15% ethyl acetate-hexane gave 7.3 g (34% yield, mp 92°-94°) of 3-(decyloxy)-5-hydroxybenzoic acid methyl ester. The nmr spectra was consistent with the structure. The reactants are NC1C(CC(CC1)OC(C)=O)C1=CC(=C(C=C1)OC)OC ((±)-acetic acid (1SR,3RS,4RS)-4-amino-3-(3,4-dimethoxyphenyl)cyclohexyl ester), NC1C(CC(CC1)OC(C)=O)C1=CC(=C(C=C1)OC)OC ((±)-acetic acid (1SR,3RS,4RS)-4-amino-3-(3,4-dimethoxyphenyl)cyclohexyl ester), C1(CC1)COC=1C=C(C(=O)Cl)C=CC1OCC1CC1 (3,4-dicyclopropylmethoxybenzoyl chloride). The solvent is C(Cl)Cl (methylene chloride), C(C)N(CC)CC (triethylamine). Run at time 1 hour. Product: C1(CC1)COC=1C=C(C=CC1OCC1CC1)C(=O)NC1C(CC(CC1)OC(C)=O)C1=CC(=C(C=C1)OC)OC ((±)-Acetic acid (1SR,3RS,4RS)-4-{[1-(3,4-bis-cyclopropylmethoxyphenyl)methanoyl]-amino}-3-(3,4-dimethoxyphenyl)cyclohexyl ester). The yield is 20.9%. Reaction SMILES: [NH2:1][CH:2]1[CH2:7][CH2:6][CH:5]([O:8][C:9](=[O:11])[CH3:10])[CH2:4][CH:3]1[C:12]1[CH:17]=[CH:16][C:15]([O:18][CH3:19])=[C:14]([O:20][CH3:21])[CH:13]=1.[CH:22]1([CH2:25][O:26][C:27]2[CH:28]=[C:29]([CH:33]=[CH:34][C:35]=2[O:36][CH2:37][CH:38]2[CH2:40][CH2:39]2)[C:30](Cl)=[O:31])[CH2:24][CH2:23]1>C(Cl)Cl.C(N(CC)CC)C>[CH:22]1([CH2:25][O:26][C:27]2[CH:28]=[C:29]([C:30]([NH:1][CH:2]3[CH2:7][CH2:6][CH:5]([O:8][C:9](=[O:11])[CH3:10])[CH2:4][CH:3]3[C:12]3[CH:17]=[CH:16][C:15]([O:18][CH3:19])=[C:14]([O:20][CH3:21])[CH:13]=3)=[O:31])[CH:33]=[CH:34][C:35]=2[O:36][CH2:37][CH:38]2[CH2:39][CH2:40]2)[CH2:24][CH2:23]1. Procedure: 9.5 mmol of (±)-acetic acid (1SR,3RS,4RS)-4-amino-3-(3,4-dimethoxyphenyl)cyclohexyl ester (compound B2) are dissolved in a mixture of 40 ml of methylene chloride and 10 ml of triethylamine and treated with 8.9 mmol of 3,4-dicyclopropylmethoxybenzoyl chloride. After stirring for 1 h at room temperature, the reaction mixture is concentrated and the residue chromatographed on silica gel using a mixture of petroleum ether/ethyl acetate/triethylamine in the ratio 4/4/1 as eluent. After concentration ... Reactants: CCO, CC#N, COc1nc(NCCc2ccc(Cl)cc2Cl)cc(-c2cccc(O)c2)n1, COc1cccc(-c2cc(NCCc3c(F)cccc3Cl)nc(OC)n2)c1, Cl, NCCc1ccc([N+](=O)[O-])cc1. Product: COc1cccc(-c2cc(NCCc3c(F)cccc3Cl)nc(OC)n2)c1, Cl. As a reaction SMILES: [CH3:67][CH2:68][OH:69].[CH3:70][C:71]#[N:72].[Cl:1][c:2]1[cH:3][c:4]([Cl:5])[cH:6][cH:7][c:8]1[CH2:9][CH2:10][NH:11][c:12]1[n:13][c:14]([O:15][CH3:16])[n:17][c:18](-[c:19]2[cH:20][c:21]([OH:22])[cH:23][cH:24][cH:25]2)[cH:26]1.[Cl:39][c:40]1[c:41]([CH2:47][CH2:48][NH:49][c:50]2[n:51][c:52]([O:64][CH3:65])[n:53][c:54](-[c:56]3[cH:57][c:58]([O:62][CH3:63])[cH:59][cH:60][cH:61]3)[cH:55]2)[c:42]([F:46])[cH:43][cH:44][cH:45]1.[ClH:66].[N+:27]([c:28]1[cH:29][cH:30][c:31]([CH2:32][CH2:33][NH2:34])[cH:35][cH:36]1)([O-:37])=[O:38]>>[Cl:39][c:40]1[c:41]([CH2:47][CH2:48][NH:49][c:50]2[n:51][c:52]([O:64][CH3:65])[n:53][c:54](-[c:56]3[cH:57][c:58]([O:62][CH3:63])[cH:59][cH:60][cH:61]3)[cH:55]2)[c:42]([F:46])[cH:43][cH:44][cH:45]1.[ClH:1]. Reaction conditions: time 8 hour. Procedure: A stirred suspension of 16 g (0.047 mol) of 8-chloro-1-(2-fluorophenyl)-3,4-dihydro-4-[(dimethylamino)methylene]-5H-2-benzazepin-5-one and 12.5 g (0.07 mol) of guanidine carbonate in 460 ml of methanol was treated at room temperature, under argon, with 7.5 g (0.14 mol) of sodium methylate in one portion. Methylene chloride (290 ml) was added after 10 min. and stirring was continued. The same quantities of sodium methylate and guanidine carbonate were added two more times at 2 hr intervals and st... The reactants are ClC1=CC2=C(C(C(CN=C2C2=C(C=CC=C2)F)=CN(C)C)=O)C=C1 (8-chloro-1-(2-fluorophenyl)-3,4-dihydro-4-[(dimethylamino)methylene]-5H-2-benzazepin-5-one), C(O)(O)=O.NC(=N)N (guanidine carbonate), C[O-].[Na+] (sodium methylate), C[O-].[Na+] (sodium methylate), C(O)(O)=O.NC(=N)N (guanidine carbonate). The solvent is C(Cl)Cl (Methylene chloride), C(Cl)Cl (methylene chloride), CO (methanol). The product is NC=1N=CC=2CN=C(C3=C(C2N1)C=CC(=C3)Cl)C3=C(C=CC=C3)F (2-Amino-9-chloro-7-(2-fluorophenyl)-5H-pyrimido[5,4-d][2]benzazepine). Reaction SMILES: [Cl:1][C:2]1[CH:24]=[CH:23][C:5]2[C:6](=O)[C:7](=[CH:18]N(C)C)[CH2:8][N:9]=[C:10]([C:11]3[CH:16]=[CH:15][CH:14]=[CH:13][C:12]=3[F:17])[C:4]=2[CH:3]=1.C(=O)(O)O.[NH2:29][C:30]([NH2:32])=[NH:31].C[O-].[Na+]>CO.C(Cl)Cl>[NH2:31][C:30]1[N:32]=[CH:18][C:7]2[CH2:8][N:9]=[C:10]([C:11]3[CH:16]=[CH:15][CH:14]=[CH:13][C:12]=3[F:17])[C:4]3[CH:3]=[C:2]([Cl:1])[CH:24]=[CH:23][C:5]=3[C:6]=2[N:29]=1 |f:1.2,3.4|. Starting materials: CN1C(=CC=2CN(CCC21)C(=O)OC(C)(C)C)C(=O)OCC (5-tert-butyl 2-ethyl 1-methyl-1,4,6,7-tetrahydro-5H-pyrrolo[3,2-c]pyridine-2,5-dicarboxylate), [OH-].[Na+] (NaOH). Solvent: CCO (EtOH). Product: C(C)(C)(C)OC(=O)N1CC2=C(CC1)N(C(=C2)C(=O)O)C (5-(tert-butoxycarbonyl)-1-methyl-4,5,6,7-tetrahydro-1H-pyrrolo[3,2-c]pyridine-2-carboxylic acid). Reaction SMILES: [CH3:1][N:2]1[C:10]2[CH2:9][CH2:8][N:7]([C:11]([O:13][C:14]([CH3:17])([CH3:16])[CH3:15])=[O:12])[CH2:6][C:5]=2[CH:4]=[C:3]1[C:18]([O:20]CC)=[O:19].[OH-].[Na+]>CCO>[C:14]([O:13][C:11]([N:7]1[CH2:8][CH2:9][C:10]2[N:2]([CH3:1])[C:3]([C:18]([OH:20])=[O:19])=[CH:4][C:5]=2[CH2:6]1)=[O:12])([CH3:17])([CH3:16])[CH3:15] |f:1.2|. Reported procedure: To the solution 5-tert-butyl 2-ethyl 1-methyl-1,4,6,7-tetrahydro-5H-pyrrolo[3,2-c]pyridine-2,5-dicarboxylate (1.0 eq) in EtOH was added NaOH (1.05 eq.) and refluxed for 6 hrs. Reaction mixture was concentrated under reduced pressure and neutralized to get desired compound 5-(tert-butoxycarbonyl)-1-methyl-4,5,6,7-tetrahydro-1H-pyrrolo[3,2-c]pyridine-2-carboxylic acid. Reactants: CCN(C(C)C)C(C)C, CC(C)O, OC1C(c2ccn[nH]2)OC(n2cnc3c(Cl)ncnc32)C1O, Cl, NC1CCOCC1. The product is OC1C(c2ccn[nH]2)OC(n2cnc3c(NC4CCOCC4)ncnc32)C1O. As a reaction SMILES: [CH:23]([N:24]([CH2:25][CH3:26])[CH:27]([CH3:28])[CH3:29])([CH3:30])[CH3:31].[CH:40]([OH:41])([CH3:42])[CH3:43].[Cl:1][c:2]1[c:3]2[n:4][cH:5][n:6]([CH:11]3[O:12][CH:13]([c:18]4[nH:19][n:20][cH:21][cH:22]4)[CH:14]([OH:17])[CH:15]3[OH:16])[c:7]2[n:8][cH:9][n:10]1.[ClH:32].[O:33]1[CH2:34][CH2:35][CH:36]([NH2:39])[CH2:37][CH2:38]1>>[c:2]1([NH:39][CH:36]2[CH2:35][CH2:34][O:33][CH2:38][CH2:37]2)[c:3]2[n:4][cH:5][n:6]([CH:11]3[O:12][CH:13]([c:18]4[nH:19][n:20][cH:21][cH:22]4)[CH:14]([OH:17])[CH:15]3[OH:16])[c:7]2[n:8][cH:9][n:10]1. The reactants are C1CCOC1, Cl, CC1(C)OCC(C(=O)N2CC=C(c3ccc(N4CC(COc5cnsn5)OC4=O)cc3F)CC2)O1. The product is O=C(C(O)CO)N1CC=C(c2ccc(N3CC(COc4cnsn4)OC3=O)cc2F)CC1. RXN SMILES: [CH2:37]1[O:38][CH2:39][CH2:40][CH2:41]1.[ClH:1].[s:2]1[n:3][c:4]([O:7][CH2:8][CH:9]2[CH2:10][N:11]([c:15]3[cH:16][c:17]([F:36])[c:18]([C:21]4=[CH:22][CH2:23][N:24]([C:27](=[O:28])[CH:29]5[O:30][C:31]([CH3:34])([CH3:35])[O:32][CH2:33]5)[CH2:25][CH2:26]4)[cH:19][cH:20]3)[C:12](=[O:14])[O:13]2)[cH:5][n:6]1>>[s:2]1[n:3][c:4]([O:7][CH2:8][CH:9]2[CH2:10][N:11]([c:15]3[cH:16][c:17]([F:36])[c:18]([C:21]4=[CH:22][CH2:23][N:24]([C:27](=[O:28])[CH:29]([OH:30])[CH2:33][OH:32])[CH2:25][CH2:26]4)[cH:19][cH:20]3)[C:12](=[O:14])[O:13]2)[cH:5][n:6]1. The reactants are C([O-])([O-])=O.[Na+].[Na+] (sodium carbonate), NC=1C=C(C=CC1)C=1C2=C(N=CN1)NC=C2C(=O)OCC (ethyl 4-(3-aminophenyl)-7H-pyrrolo[2,3-d]pyrimidine-5-carboxylate), FC(C(O)O)(F)F (2,2,2-trifluoroethane-1,1-diol), C(#N)[BH3-].[Na+] (sodium cyanoborohydride). Run in C(Cl)Cl (CH2Cl2). Reaction conditions: time 16 hour. The product is FC(CNC=1C=C(C=CC1)C=1C2=C(N=CN1)NC=C2C(=O)OCC)(F)F (ethyl 4-{3-[(2,2,2-trifluoroethyl)amino]phenyl}-7H-pyrrolo[2,3-d]pyrimidine-5-carboxylate). Reaction SMILES: [NH2:1][C:2]1[CH:3]=[C:4]([C:8]2[C:9]3[C:16]([C:17]([O:19][CH2:20][CH3:21])=[O:18])=[CH:15][NH:14][C:10]=3[N:11]=[CH:12][N:13]=2)[CH:5]=[CH:6][CH:7]=1.[F:22][C:23]([F:28])([F:27])[CH:24](O)O.C([BH3-])#N.[Na+].C(=O)([O-])[O-].[Na+].[Na+]>C(Cl)Cl>[F:22][C:23]([F:28])([F:27])[CH2:24][NH:1][C:2]1[CH:3]=[C:4]([C:8]2[C:9]3[C:16]([C:17]([O:19][CH2:20][CH3:21])=[O:18])=[CH:15][NH:14][C:10]=3[N:11]=[CH:12][N:13]=2)[CH:5]=[CH:6][CH:7]=1 |f:2.3,4.5.6|. Reported procedure: To a mixture of ethyl 4-(3-aminophenyl)-7H-pyrrolo[2,3-d]pyrimidine-5-carboxylate and 2,2,2-trifluoroethane-1,1-diol in CH2Cl2 (242 μL) at 0° C. was added sodium cyanoborohydride (32.0 mg, 0.509 mmol). The reaction mixture was allowed to stir for 16 hours and then neutralized with 2M aqueous sodium carbonate and extracted with ethyl acetate (×3). The combined organic fractions were dried with sodium sulfate, filtered and concentrated under reduced pressure. The residue was purified by reverse ph...